This data is from the Open Reaction Database (ORD), a public repository of structured organic reaction records. The task is: describe an organic reaction: reactants, conditions, products, and yield Reactants: OC1=CC=C2C=CNC2=C1 (6-Hydroxyindole), ClCC(=O)OC (methyl chloroacetate), C([O-])([O-])=O.[K+].[K+] (potassium carbonate). The reagents and catalysts are [I-].[K+] (potassium iodide). The solvent is CC(=O)C (acetone). Yields the product COC(=O)COC1=CC=C2C=CNC2=C1 (6-methoxycarbonylmethoxyindole). Yield: 63.3%. As a reaction SMILES: [OH:1][C:2]1[CH:10]=[C:9]2[C:5]([CH:6]=[CH:7][NH:8]2)=[CH:4][CH:3]=1.Cl[CH2:12][C:13]([O:15][CH3:16])=[O:14].C(=O)([O-])[O-].[K+].[K+]>[I-].[K+].CC(C)=O>[CH3:16][O:15][C:13]([CH2:12][O:1][C:2]1[CH:10]=[C:9]2[C:5]([CH:6]=[CH:7][NH:8]2)=[CH:4][CH:3]=1)=[O:14] |f:2.3.4,5.6|. Procedure details: 6-Hydroxyindole (2.9 g), methyl chloroacetate (2.7 g), potassium carbonate (5.5 g) and potassium iodide (0.2 g) are added to acetone (100 ml), and the mixture is refluxed for 8 hours. The reaction mixture is cooled to room temperature, and the insoluble materials are removed by filtration. The filtrate is evaporated under reduced pressure. The residue is purified by silica gel column chromatography (eluent; chloroform) to give 6-methoxycarbonylmethoxyindole (2.83 g). Procedure details: Under the same conditions as the method for synthesizing Compound A7-1, the title compound was prepared from Compound A6 and pyridin-4-yl-methanol. RXN SMILES: [OH:1][C:2]1[CH:3]=[CH:4][C:5]2[C:17](=[O:18])[C:16]3[C:15]4[C:10](=[CH:11][C:12]([C:19]#[N:20])=[CH:13][CH:14]=4)[NH:9][C:8]=3[C:7]([CH3:22])([CH3:21])[C:6]=2[CH:23]=1.[N:24]1[CH:29]=[CH:28][C:27]([CH2:30]O)=[CH:26][CH:25]=1>>[CH3:22][C:7]1([CH3:21])[C:8]2[NH:9][C:10]3[C:15](=[CH:14][CH:13]=[C:12]([C:19]#[N:20])[CH:11]=3)[C:16]=2[C:17](=[O:18])[C:5]2[CH:4]=[CH:3][C:2]([O:1][CH2:30][C:27]3[CH:28]=[CH:29][N:24]=[CH:25][CH:26]=3)=[CH:23][C:6]1=2. The reactants are OC=1C=CC2=C(C(C=3NC4=CC(=CC=C4C3C2=O)C#N)(C)C)C1 (8-Hydroxy-6,6-dimethyl-11-oxo-6,11-dihydro-5H-benzo[b]carbazole-3-carbonitrile), N1=CC=C(C=C1)CO (pyridin-4-yl-methanol). Product: CC1(C2=C(C(C=3C4=CC=C(C=C4NC13)C#N)=O)C=CC(=C2)OCC2=CC=NC=C2)C (6,6-Dimethyl-11-oxo-8-(pyridin-4-ylmethoxy)-6,11-dihydro-5H-benzo[b]carbazole-3-carbonitrile). Run in C(C)O (ethanol). Starting materials: C([O-])([O-])=O.[K+].[K+] (Potassium carbonate), C(C)(=O)OC1=CC(=CC=2SC=CC21)C(=O)OCC (ethyl 4-acetoxybenzo[b]thiophene-6-carboxylate). Product: OC1=CC(=CC=2SC=CC21)C(=O)OCC (ethyl 4-hydroxybenzo[b]thiophene-6-carboxylate). Reaction conditions: time 1 hour. Procedure details: Potassium carbonate (400 mg) was added to a solution of ethyl 4-acetoxybenzo[b]thiophene-6-carboxylate (760 mg) synthesized according to the method described in WO 2005/007635 in ethanol (6 ml), and the reaction solution was stirred at room temperature for 1 hour. The insolubles were filtrated, then the solvent was evaporated under vacuum, and the residue was purified by column chromatography on silica gel (developing solvent:hexane-ethyl acetate) to obtain ethyl 4-hydroxybenzo[b]thiophene-6-car... Reaction SMILES: C(=O)([O-])[O-].[K+].[K+].C([O:10][C:11]1[C:19]2[CH:18]=[CH:17][S:16][C:15]=2[CH:14]=[C:13]([C:20]([O:22][CH2:23][CH3:24])=[O:21])[CH:12]=1)(=O)C>C(O)C>[OH:10][C:11]1[C:19]2[CH:18]=[CH:17][S:16][C:15]=2[CH:14]=[C:13]([C:20]([O:22][CH2:23][CH3:24])=[O:21])[CH:12]=1 |f:0.1.2|. Starting materials: C(C)OC1=NS(N=C1OCC)=O (3,4-diethoxy-1,2,5-thiadiazole-1-oxide), NC1=NC(=NC2=CC(=C(C=C12)OC)OC)N1CCNCC1 (4-amino-6,7-dimethoxy-2-piperazinoquinazoline). Run in CO (methanol), O1CCCC1 (tetrahydrofuran). Reaction conditions: time 5 hour. Product: C(C)OC1=NS(N=C1N1CCN(CC1)C1=NC2=CC(=C(C=C2C(=N1)N)OC)OC)=O (3-ethoxy-4-[4-(4-amino-6,7-dimethoxyquinazolin-2-yl)-piperazin-1-yl]-1,2,5-thiadiazole-1-oxide). RXN SMILES: C(O[C:4]1[C:8]([O:9][CH2:10][CH3:11])=[N:7][S:6](=[O:12])[N:5]=1)C.[NH2:13][C:14]1[C:23]2[C:18](=[CH:19][C:20]([O:26][CH3:27])=[C:21]([O:24][CH3:25])[CH:22]=2)[N:17]=[C:16]([N:28]2[CH2:33][CH2:32][NH:31][CH2:30][CH2:29]2)[N:15]=1>O1CCCC1.CO>[CH2:10]([O:9][C:8]1[C:4]([N:31]2[CH2:32][CH2:33][N:28]([C:16]3[N:15]=[C:14]([NH2:13])[C:23]4[C:18](=[CH:19][C:20]([O:26][CH3:27])=[C:21]([O:24][CH3:25])[CH:22]=4)[N:17]=3)[CH2:29][CH2:30]2)=[N:5][S:6](=[O:12])[N:7]=1)[CH3:11]. Reported procedure: 1.9 g (10 mMoles) of 3,4-diethoxy-1,2,5-thiadiazole-1-oxide are added to 2.9 g (10 mMoles) of 4-amino-6,7-dimethoxy-2-piperazinoquinazoline dissolved in 50 ml of tetrahydrofuran and 10 ml of methanol, followed by stirring for 5 hours at room temperature. The solid accumulating is separated off and recrystallized from 15 ml of dimethyl formamide and 10 ml of ethanol. The reactants are C(C)(=O)OC(C)=O (acetic anhydride), CN(C)C1=NC=CC=C1 (dimethylaminopyridine), OC1=CC=C(C(=O)CC(=O)OCC)C=C1 (ethyl 4-hydroxybenzoylacetate). Run in N1=CC=CC=C1 (pyridine). Yields the product C(C)(=O)OC1=CC=C(C(=O)CC(=O)OCC)C=C1 (ethyl 4-acetoxybenzoylacetate). The yield is 93.1%. RXN SMILES: [OH:1][C:2]1[CH:15]=[CH:14][C:5]([C:6]([CH2:8][C:9]([O:11][CH2:12][CH3:13])=[O:10])=[O:7])=[CH:4][CH:3]=1.[C:16](OC(=O)C)(=[O:18])[CH3:17].CN(C1C=CC=CN=1)C>N1C=CC=CC=1>[C:16]([O:1][C:2]1[CH:3]=[CH:4][C:5]([C:6]([CH2:8][C:9]([O:11][CH2:12][CH3:13])=[O:10])=[O:7])=[CH:14][CH:15]=1)(=[O:18])[CH3:17]. Reported procedure: 1.85 grams of ethyl 4-hydroxybenzoylacetate was added to 15 ml of anhydrous pyridine. 0.91 grams of acetic anhydride was added along with a few crystals of dimethylaminopyridine (Aldrich). After 1 hour at room temperature the pyridine was removed exvacuo. The oily residue was stirred with 25 ml of water and 25 ml of ether. The aqueous phase was separated and extracted twice with 50 ml of ether. The combined ether extracts were washed with 0.5N HCl (25 ml), then with saturated sodium bicarbonate ... The reactants are CC=1C=CC=C2C1C(=O)OC(N2)=O (6-methylisatoic acid anhydride), N1[C@H](C(=O)O)CCC1 (L-proline). The solvent is CS(=O)C (dimethyl sulphoxide). The product is CC1=CC=CC2=C1C(N1[C@H](C(N2)=O)CCC1)=O ((S)-1,2,3,11a-tetrahydro-6-methyl-5H-pyrrolo[2,1-c][1,4]benzodiazepine-5,11-(10H)-dione). As a reaction SMILES: [CH3:1][C:2]1[CH:3]=[CH:4][CH:5]=[C:6]2[NH:12][C:11](=[O:13])[O:10][C:8](=O)[C:7]=12.[NH:14]1[CH2:21][CH2:20][CH2:19][C@H:15]1C(O)=O>CS(C)=O>[CH3:1][C:2]1[C:7]2[C:8](=[O:10])[N:14]3[CH2:21][CH2:20][CH2:19][C@H:15]3[C:11](=[O:13])[NH:12][C:6]=2[CH:5]=[CH:4][CH:3]=1. Procedure: A solution of 13.6 g (0.0768 mol) of 6-methylisatoic acid anhydride and 8.8 g (0.0768 mol) of L-proline is heated at 110° C. for 1 hour in 75 ml of dimethyl sulphoxide. Subsequently, the mixture is evaporated to dryness in a high vacuum and the residue is recrystallised from ethyl acetate with the addition of active carbon. There is obtained (S)-1,2,3,11a-tetrahydro-6-methyl-5H-pyrrolo[2,1-c][1,4]benzodiazepine-5,11-(10H)-dione of melting point 212°-214° C. Starting materials: BrC1=CC(=C(C=C1)C(=O)N1CCN(CC1)C1=NC=C(C=C1C)C)S(=O)(=O)C ((4-bromo-2-methanesulfonylphenyl)[4-(3,5-dimethylpyridin-2-yl)piperazin-1-yl]methanone), C(C)(=O)N1C(NCC1)=O (1-acetylimidazolidin-2-one). Product: C(C)(=O)N1C(N(CC1)C1=CC(=C(C=C1)C(=O)N1CCN(CC1)C1=NC=C(C=C1C)C)S(=O)(=O)C)=O (1-acetyl-3-{4-[4-(3,5-dimethylpyridin-2-yl)piperazine-1-carbonyl]-3-methanesulfonylphenyl}imidazolidin-2-one). The yield is 79.9%. Reaction SMILES: Br[C:2]1[CH:7]=[CH:6][C:5]([C:8]([N:10]2[CH2:15][CH2:14][N:13]([C:16]3[C:21]([CH3:22])=[CH:20][C:19]([CH3:23])=[CH:18][N:17]=3)[CH2:12][CH2:11]2)=[O:9])=[C:4]([S:24]([CH3:27])(=[O:26])=[O:25])[CH:3]=1.[C:28]([N:31]1[CH2:35][CH2:34][NH:33][C:32]1=[O:36])(=[O:30])[CH3:29]>>[C:28]([N:31]1[CH2:35][CH2:34][N:33]([C:2]2[CH:7]=[CH:6][C:5]([C:8]([N:10]3[CH2:15][CH2:14][N:13]([C:16]4[C:21]([CH3:22])=[CH:20][C:19]([CH3:23])=[CH:18][N:17]=4)[CH2:12][CH2:11]3)=[O:9])=[C:4]([S:24]([CH3:27])(=[O:26])=[O:25])[CH:3]=2)[C:32]1=[O:36])(=[O:30])[CH3:29]. Reported procedure: Using (4-bromo-2-methanesulfonylphenyl)[4-(3,5-dimethylpyridin-2-yl)piperazin-1-yl]methanone (1.36 g) described in Preparation Example 112 and 1-acetylimidazolidin-2-one (461 mg) and by the reaction and treatment in the same manner as in Example 1, the title compound (1.20 g) was obtained. The reactants are C(C)(C)(C)OC(=O)NCCCCCCN (N-mono-tert.butyloxycarbonylhexamethylenediamine), N1=CC=CC=C1 (pyridine), CC=1C=C(C=CC1)S(=O)(=O)Cl (m-methylphenylsulfonylchloride), [O-]C#N.[Na+] (sodium cyanate). Run in C(C)#N (acetonitrile), C(C)#N (acetonitrile). Conditions: time 4 hour. Yields the product NCCCCCCNC(=O)NS(=O)(=O)C1=CC(=CC=C1)C (N-[(6-aminohexyl)carbamoyl]-3-methylbenzenesulfonamide). Reaction SMILES: [O-]C#[N:3].[Na+].N1C=CC=CC=1.[CH3:11][C:12]1[CH:13]=[C:14]([S:18](Cl)(=[O:20])=[O:19])[CH:15]=[CH:16][CH:17]=1.C([O:26][C:27]([NH:29][CH2:30][CH2:31][CH2:32][CH2:33][CH2:34][CH2:35][NH2:36])=O)(C)(C)C>C(#N)C>[NH2:36][CH2:35][CH2:34][CH2:33][CH2:32][CH2:31][CH2:30][NH:29][C:27]([NH:3][S:18]([C:14]1[CH:15]=[CH:16][CH:17]=[C:12]([CH3:11])[CH:13]=1)(=[O:20])=[O:19])=[O:26] |f:0.1|. Procedure details: To a suspension of 0.47 sodium cyanate in 20 ml acetonitrile was added 0.42 g pyridine and 0.95 g m-methylphenylsulfonylchloride and the mixture was agitated in an ultrasound bath under argon for ca 1 h. The resulting suspension was added to a solution of 0.500 g N-mono-tert.butyloxycarbonylhexamethylenediamine in 10 ml acetonitrile and the mixture was stirred at room temperature for 2 h. The solvent was evaporated and the residue was partitioned between dichlormethane and 1N sodium hydroxide. T... Reaction SMILES: [CH3:15][N:16]([CH3:17])[CH:18]=[O:19].[OH:1][C:2](=[O:3])[c:4]1[cH:5][cH:6][c:7]([F:8])[cH:9][cH:10]1.[S:11]([Cl:12])([Cl:13])=[O:14]>>[O:1]=[C:2]([c:4]1[cH:5][cH:6][c:7]([F:8])[cH:9][cH:10]1)[Cl:13]. Starting materials: CN(C)C=O, O=C(O)c1ccc(F)cc1, O=S(Cl)Cl. The product is O=C(Cl)c1ccc(F)cc1. Starting materials: CN(C)C(=O)Oc1cccc(NC(=O)C2(CNC(=O)OCc3ccccc3)CCNCC2)c1, CCN(C(C)C)C(C)C, CC(C)O, Cc1c[nH]c2ncnc(Cl)c12, ClCCl. The product is Cc1c[nH]c2ncnc(N3CCC(CNC(=O)OCc4ccccc4)(C(=O)Nc4cccc(OC(=O)N(C)C)c4)CC3)c12. As a reaction SMILES: [CH3:1][N:2]([C:3]([O:4][c:5]1[cH:6][c:7]([NH:11][C:12](=[O:13])[C:14]2([CH2:20][NH:21][C:22](=[O:23])[O:24][CH2:25][c:26]3[cH:27][cH:28][cH:29][cH:30][cH:31]3)[CH2:15][CH2:16][NH:17][CH2:18][CH2:19]2)[cH:8][cH:9][cH:10]1)=[O:32])[CH3:33].[CH:45]([N:46]([CH2:47][CH3:48])[CH:49]([CH3:50])[CH3:51])([CH3:52])[CH3:53].[CH:54]([OH:55])([CH3:56])[CH3:57].[Cl:34][c:35]1[c:36]2[c:37]([n:38][cH:39][n:40]1)[nH:41][cH:42][c:43]2[CH3:44].[Cl:58][CH2:59][Cl:60]>>[CH3:1][N:2]([C:3]([O:4][c:5]1[cH:6][c:7]([NH:11][C:12](=[O:13])[C:14]2([CH2:20][NH:21][C:22](=[O:23])[O:24][CH2:25][c:26]3[cH:27][cH:28][cH:29][cH:30][cH:31]3)[CH2:15][CH2:16][N:17]([c:35]3[c:36]4[c:37]([n:38][cH:39][n:40]3)[nH:41][cH:42][c:43]4[CH3:44])[CH2:18][CH2:19]2)[cH:8][cH:9][cH:10]1)=[O:32])[CH3:33].